describe an organic reaction: reactants, conditions, products, and yield From a dataset of the Open Reaction Database (ORD), a public repository of structured organic reaction records. The reactants are C1(=CC=CC=C1)CC=CC(=O)O (4-phenylbut-2-enoic acid), COC1=CC=C(C=C1)S (4-methoxybenzenethiol), N1CCCCC1 (piperidine). Conditions: temperature 110 celsius. Product: COC1=CC=C(C=C1)SC(CC(=O)O)CC1=CC=CC=C1 (3-(4-methoxyphenylsulfanyl)-4-phenylbutyric acid). The yield is 81.0%. As a reaction SMILES: [C:1]1([CH2:7][CH:8]=[CH:9][C:10]([OH:12])=[O:11])[CH:6]=[CH:5][CH:4]=[CH:3][CH:2]=1.[CH3:13][O:14][C:15]1[CH:20]=[CH:19][C:18]([SH:21])=[CH:17][CH:16]=1.N1CCCCC1>>[CH3:13][O:14][C:15]1[CH:20]=[CH:19][C:18]([S:21][CH:8]([CH2:7][C:1]2[CH:6]=[CH:5][CH:4]=[CH:3][CH:2]=2)[CH2:9][C:10]([OH:12])=[O:11])=[CH:17][CH:16]=1. Procedure: A mixture of 2 g (12.53 mmol) of 4-phenylbut-2-enoic acid, 1.8 mL (14.8 mmol) of 4-methoxybenzenethiol, and 0.4 mL (3.7 mmol) of piperidine is heated at 110° C. in a bomb for 18 hours. The reaction is partitioned between ethyl ether and 1N HCl. The organic layer is dried over anhydrous MgSO4 and concentrated in vacuo. Purification by flash silica gel chromatography affords 3.07 g (82%) of 3-(4-methoxyphenylsulfanyl)-4-phenylbutyric acid as a white crystalline solid. The reactants are CN1C(=NC2=C1C=CC(=C2)C(=O)O)NC=2SC1=C(N2)C=CC(=C1)OC(F)(F)F (1-methyl-2-(6-trifluoromethoxy-benzothiazol-2-ylamino)-1H-benzoimidazole-5-carboxylic acid), CCN(C(C)C)C(C)C (DIEA), N1CCCC1 (pyrrolidine), C=1C=CC(=CC1)P(=O)(C=2C=CC=CC2)N=[N+]=[N-] (DPPA). Yields the product CN1C(=NC2=C1C=CC(=C2)C(=O)N2CCCC2)NC=2SC1=C(N2)C=CC(=C1)OC(F)(F)F ([1-Methyl-2-(6-trifluoromethoxy-benzothiazol-2-ylamino)-1H-benzoimidazol-5-yl]-pyrrolidin-1-yl-methanone). Yield: 30.8%. Reaction SMILES: [CH3:1][N:2]1[C:6]2[CH:7]=[CH:8][C:9]([C:11]([OH:13])=O)=[CH:10][C:5]=2[N:4]=[C:3]1[NH:14][C:15]1[S:16][C:17]2[CH:23]=[C:22]([O:24][C:25]([F:28])([F:27])[F:26])[CH:21]=[CH:20][C:18]=2[N:19]=1.[NH:29]1[CH2:33][CH2:32][CH2:31][CH2:30]1.C1C=CC(P(N=[N+]=[N-])(C2C=CC=CC=2)=O)=CC=1.CCN(C(C)C)C(C)C>>[CH3:1][N:2]1[C:6]2[CH:7]=[CH:8][C:9]([C:11]([N:29]3[CH2:33][CH2:32][CH2:31][CH2:30]3)=[O:13])=[CH:10][C:5]=2[N:4]=[C:3]1[NH:14][C:15]1[S:16][C:17]2[CH:23]=[C:22]([O:24][C:25]([F:27])([F:28])[F:26])[CH:21]=[CH:20][C:18]=2[N:19]=1. Procedure: [1-Methyl-2-(6-trifluoromethoxy-benzothiazol-2-ylamino)-1H-benzoimidazol-5-yl]-pyrrolidin-1-yl-methanone (34 mg) was prepared by following General Procedure N starting from 1-methyl-2-(6-trifluoromethoxy-benzothiazol-2-ylamino)-1H-benzoimidazole-5-carboxylic acid (100 mg), pyrrolidine (17 mg), DPPA (53 uL), and DIEA (43 uL). LC/MS: m/z 462.9. 1H NMR (DMSO-d6, 400 MHz): δ 12.28 (bs, 1H), 7.90 (s, 1H), 7.80-7.56 (m, 2H), 7.42 (s, 2H), 7.33 (d, 1H), 3.63 (s, 3H), 3.55-3.33 (m, 4H), 1.95-1.74 (m, 4H... Reactants: Cl (HCl), C(C)OC(CC1C2=C(B(O1)O)C=C(C=C2CN=[N+]=[N-])O)=O ((4-azidomethyl-1,6-dihydroxy-1,3-dihydro-benzo[c][1,2]oxaborol-3-yl)-acetic acid ethyl ester), ClC1=NC=CN=C1 (2-chloropyrazine), C(=O)([O-])[O-].[Cs+].[Cs+] (Cs2CO3). Run in CN(C)C=O (DMF). Run at temperature 80 celsius. Yields the product C(C)OC(CC1C2=C(B(O1)O)C=C(C=C2CN=[N+]=[N-])OC2=NC=CN=C2)=O ([4-Azidomethyl-1-hydroxy-6-(pyrazin-2-yloxy)-1,3-dihydro-benzo[c][1,2]oxaborol-3-yl]-acetic acid ethyl ester). Isolated yield 28.7%. Reaction SMILES: [CH2:1]([O:3][C:4](=[O:21])[CH2:5][CH:6]1[O:10][B:9]([OH:11])[C:8]2[CH:12]=[C:13]([OH:20])[CH:14]=[C:15]([CH2:16][N:17]=[N+:18]=[N-:19])[C:7]1=2)[CH3:2].Cl[C:23]1[CH:28]=[N:27][CH:26]=[CH:25][N:24]=1.C([O-])([O-])=O.[Cs+].[Cs+].Cl>CN(C=O)C>[CH2:1]([O:3][C:4](=[O:21])[CH2:5][CH:6]1[O:10][B:9]([OH:11])[C:8]2[CH:12]=[C:13]([O:20][C:23]3[CH:28]=[N:27][CH:26]=[CH:25][N:24]=3)[CH:14]=[C:15]([CH2:16][N:17]=[N+:18]=[N-:19])[C:7]1=2)[CH3:2] |f:2.3.4|. Procedure: To a mixture of (4-azidomethyl-1,6-dihydroxy-1,3-dihydro-benzo[c][1,2]oxaborol-3-yl)-acetic acid ethyl ester (550 mg, 1.89 mmol), 2-chloropyrazine (350 mg, 3.05 mmol), Cs2CO3 (1.34 g, 4.11 mmol) in 5 mL of DMF was heated to 80° C. for 3.5 h. The reaction mixture was adjusted to pH 3 by 1N HCl. The crude product was purified by HPLC to yield 200 mg of the title compound. Starting materials: C1CCOC1, CI, Cc1cc(Cl)nc2[nH]n(C(=O)NCCc3cccs3)c(=O)c12. Product: Cc1cc(Cl)nc2c1c(=O)n(C(=O)NCCc1cccs1)n2C. As a reaction SMILES: [CH2:25]1[O:26][CH2:27][CH2:28][CH2:29]1.[I:23][CH3:24].[s:1]1[c:2]([CH2:6][CH2:7][NH:8][C:9](=[O:10])[n:11]2[nH:12][c:13]3[n:14][c:15]([Cl:22])[cH:16][c:17]([CH3:21])[c:18]3[c:19]2=[O:20])[cH:3][cH:4][cH:5]1>>[s:1]1[c:2]([CH2:6][CH2:7][NH:8][C:9](=[O:10])[n:11]2[n:12]([CH3:24])[c:13]3[n:14][c:15]([Cl:22])[cH:16][c:17]([CH3:21])[c:18]3[c:19]2=[O:20])[cH:3][cH:4][cH:5]1. Yields the product C1OC(CC=2C(NCCCC2C2=CC(=CC=C2)OC)=O)COC1 (3-(2-ethylenedioxypropyl)-4-(3-methoxyphenyl)-1,5,6,7-tetrahydro-2H-azepinone). Run in C1=CC=CC=C1 (benzene), O (water). Procedure: The starting material is prepared as follows: The solution of 27.2 g of 3-acetonyl-4-(3-methoxyphenyl)-1,5,6,7-tetrahydro-2H-azepinone, 31 g of ethylene glycol and 0.2 g of p-toluenesulfonic acid hydrate in 200 ml of benzene is refluxed with a water separator for 7 hours. It is cooled to 0°, 100 ml of 5% aqueous sodium bicarbonate are added and the benzene layer separated. It is washed with water, dried, evaporated and the residue crystallized from diethyl ether to give the 3-(2-ethylenedioxypro... RXN SMILES: [CH2:1]([C:5]1[C:6](=[O:20])[NH:7][CH2:8][CH2:9][CH2:10][C:11]=1[C:12]1[CH:17]=[CH:16][CH:15]=[C:14]([O:18][CH3:19])[CH:13]=1)[C:2]([CH3:4])=[O:3].[CH2:21](O)[CH2:22][OH:23].O.C1(C)C=CC(S(O)(=O)=O)=CC=1.C(=O)(O)[O-].[Na+]>C1C=CC=CC=1.O>[CH2:21]1[CH2:22][O:23][CH2:4][CH:2]([CH2:1][C:5]2[C:6](=[O:20])[NH:7][CH2:8][CH2:9][CH2:10][C:11]=2[C:12]2[CH:17]=[CH:16][CH:15]=[C:14]([O:18][CH3:19])[CH:13]=2)[O:3]1 |f:2.3,4.5|. The reactants are C(C(=O)C)C=1C(NCCCC1C1=CC(=CC=C1)OC)=O (3-acetonyl-4-(3-methoxyphenyl)-1,5,6,7-tetrahydro-2H-azepinone), C(CO)O (ethylene glycol), O.C1(=CC=C(C=C1)S(=O)(=O)O)C (p-toluenesulfonic acid hydrate), C([O-])(O)=O.[Na+] (sodium bicarbonate). Reactants: [Cl-].[NH4+] (ammonium chloride), C(C)(C)(C)OC(=O)N1[C@H]([C@@H](C[C@H]1[C@H](C[C@@H](C(C)C)COCC1=CC=CC=C1)O)C(C)C)C1=CC(=C(C=C1)OC)OCCCOC ((2R,3S,5S)-5-((1S,3S)-3-Benzyloxymethyl-1-hydroxy-4-methyl-pentyl)-3-isopropyl-2-[4-methoxy-3-(3 methoxy-propoxy)-phenyl]pyrrolidine-1-carboxylic acid tert-butyl ester), [Na] (Sodium), N (ammonia). Solvent: C1CCOC1 (THF). Conditions: temperature -78 celsius. The product is C(C)(C)(C)OC(N[C@H]([C@H](C[C@@H](C(C)C)CO)O)C[C@@H](C(C)C)CC1=CC(=C(C=C1)OC)OCCCOC)=O (((1S,2S,4S)-2-Hydroxy-4-hydroxymethyl-1-{(S)-2-[4-methoxy-3-(3-methoxy-propoxy)-benzyl]-3-methyl-butyl}-5-methyl-hexyl)-carbamic acid tert-butyl ester). As a reaction SMILES: [C:1]([O:5][C:6]([N:8]1[C@H:12]([C@@H:13]([OH:28])[CH2:14][C@H:15]([CH2:19][O:20]CC2C=CC=CC=2)[CH:16]([CH3:18])[CH3:17])[CH2:11][C@@H:10]([CH:29]([CH3:31])[CH3:30])[C@@H:9]1[C:32]1[CH:37]=[CH:36][C:35]([O:38][CH3:39])=[C:34]([O:40][CH2:41][CH2:42][CH2:43][O:44][CH3:45])[CH:33]=1)=[O:7])([CH3:4])([CH3:3])[CH3:2].N.[Na].[Cl-].[NH4+]>C1COCC1>[C:1]([O:5][C:6](=[O:7])[NH:8][C@@H:12]([CH2:11][C@H:10]([CH2:9][C:32]1[CH:37]=[CH:36][C:35]([O:38][CH3:39])=[C:34]([O:40][CH2:41][CH2:42][CH2:43][O:44][CH3:45])[CH:33]=1)[CH:29]([CH3:31])[CH3:30])[C@@H:13]([OH:28])[CH2:14][C@H:15]([CH2:19][OH:20])[CH:16]([CH3:17])[CH3:18])([CH3:4])([CH3:2])[CH3:3] |f:3.4,^1:46|. Procedure details: A solution of 1 g of the pyrrolidine 8 in 17 mL of THF is cooled to −78° C. and 17 mL of ammonia condensed into the flask. To the mixture is added 0.44 g of Sodium and the resulting dark-coloured mixture stirred over night at −78° C. To the mixture is added 2.6 g of ammonium chloride. The mixture is allowed to warm to r.t. (ammonia evaporates off and unreacted sodium is dissolved) before addition of 40 mL of toluene and 1.9 g of acetic acid. After 10 min 25 mL of water is added and the phases ar... The reactants are CC1CNCC(C)O1, Fc1ccc(C2OCc3c(Cl)nc(Cl)nc32)cc1. The product is CC1CN(c2nc(Cl)nc3c2COC3c2ccc(F)cc2)CC(C)O1. RXN SMILES: [CH3:19][CH:20]1[O:21][CH:22]([CH3:26])[CH2:23][NH:24][CH2:25]1.[Cl:1][c:2]1[n:3][c:4]([Cl:18])[c:5]2[c:6]([n:7]1)[CH:8]([c:11]1[cH:12][cH:13][c:14]([F:17])[cH:15][cH:16]1)[O:9][CH2:10]2>>[Cl:1][c:2]1[n:3][c:4]([N:24]2[CH2:23][CH:22]([CH3:26])[O:21][CH:20]([CH3:19])[CH2:25]2)[c:5]2[c:6]([n:7]1)[CH:8]([c:11]1[cH:12][cH:13][c:14]([F:17])[cH:15][cH:16]1)[O:9][CH2:10]2. The reactants are Cl (hydrochloric acid), [OH-].[NH4+] (ammonium hydroxide), Cl (HCl), C1(CCCCC1)=O (cyclohexanone), [OH-].[NH4+] (ammonium hydroxide), crude mixture. Solvent: O (water), O1CCOCC1 (dioxane), C(C)(=O)O (acetic acid). Product: C1=C(C=CC=2OC3=C(C21)CCCC3)N (6,7,8,9-tetrahydro-dibenzofuran-2-ylamine). As a reaction SMILES: [C:1]1(=[O:7])[CH2:6][CH2:5][CH2:4][CH2:3][CH2:2]1.Cl.[OH-].[NH4+:10]>O1CCOCC1.O.C(O)(=O)C>[CH:5]1[C:6]2[C:2]3[CH2:3][CH2:4][CH2:5][CH2:6][C:1]=3[O:7][C:1]=2[CH:2]=[CH:3][C:4]=1[NH2:10] |f:2.3|. Procedure: Following method B, dimethylsulfamoyl chloride (60 mL, 550 mmol) was added to a gently refluxing solution of 4-aminophenol (55 g, 500 mmol) and triethylamine (56 g, 550 mmol) in tetrahydrofuran (350 mL). The reaction mixture was refluxed for 2 h and then cooled to room temperature and then filtered to remove the solids. The filtrate was diluted with ethyl acetate and washed with 2 N HCl and brine, dried (Na2SO4) and concentrated to give crude N′-(4-hydroxy-phenyl)-N,N-dimethyl-sulfamide (108 g)....